This data is from the Open Reaction Database (ORD), a public repository of structured organic reaction records. The task is: describe an organic reaction: reactants, conditions, products, and yield The reactants are C(C)(C)(C)C=1C=C(C(=C(C1)NC(=O)C1=CC2=C(S1)C(=CC=C2)C2=C(C(=O)N)C=CC=N2)OC)NS(=O)(=O)C ([2-(5-tert-Butyl-3-methanesulfonylamino-2-methoxy-phenylcarbamoyl)-benzo[b]thiophen-7-yl]-nicotinamide), CC=1N=NSC1C(=O)Cl (4-Methyl-[1,2,3]thiadiazole-5-carbonyl chloride), COC=1C=NC=C(C(=O)O)C1 (5-methoxy-nicotinic acid). Yields the product C(C)(C)(C)C=1C=C(C(=C(C1)NC(=O)C1=CC2=C(S1)C(=CC=C2)NC(=O)C2=C(N=NS2)C)OC)NS(=O)(=O)C (4-Methyl-[1,2,3]thiadiazole-5-carboxylic Acid [2-(5-tert-butyl-3-methanesulfonylamino-2-methoxy-phenylcarbamoyl)-benzo[b]thiophen-7-yl]-amide). Isolated yield 50.0%. RXN SMILES: [C:1]([C:5]1[CH:6]=[C:7]([NH:34][S:35]([CH3:38])(=[O:37])=[O:36])[C:8]([O:32][CH3:33])=[C:9]([NH:11][C:12]([C:14]2[S:18][C:17]3[C:19](C4N=CC=CC=4C(N)=O)=[CH:20][CH:21]=[CH:22][C:16]=3[CH:15]=2)=[O:13])[CH:10]=1)([CH3:4])([CH3:3])[CH3:2].COC1C=[N:43]C=C(C=1)C(O)=O.[CH3:50][C:51]1[N:52]=[N:53][S:54][C:55]=1[C:56](Cl)=[O:57]>>[C:1]([C:5]1[CH:6]=[C:7]([NH:34][S:35]([CH3:38])(=[O:36])=[O:37])[C:8]([O:32][CH3:33])=[C:9]([NH:11][C:12]([C:14]2[S:18][C:17]3[C:19]([NH:43][C:56]([C:55]4[S:54][N:53]=[N:52][C:51]=4[CH3:50])=[O:57])=[CH:20][CH:21]=[CH:22][C:16]=3[CH:15]=2)=[O:13])[CH:10]=1)([CH3:3])([CH3:4])[CH3:2]. Procedure: Was prepared as described for -[2-(5-tert-Butyl-3-methanesulfonylamino-2-methoxy-phenylcarbamoyl)-benzo[b]thiophen-7-yl]-nicotinamide starting with 5-methoxy-nicotinic acid to provide 20 mg (50%) of the title compound 4-Methyl-[1,2,3]thiadiazole-5-carbonyl chloride. Reactants: CCO, CC(C)(C)OC(=O)N1CC(I)C1, NN, O. The product is CC(C)(C)OC(=O)N1CC(NN)C1. As a reaction SMILES: [CH3:16][CH2:17][OH:18].[I:1][CH:2]1[CH2:3][N:4]([C:6](=[O:7])[O:8][C:9]([CH3:10])([CH3:11])[CH3:12])[CH2:5]1.[NH2:14][NH2:15].[OH2:13]>>[CH:2]1([NH:14][NH2:15])[CH2:3][N:4]([C:6](=[O:7])[O:8][C:9]([CH3:10])([CH3:11])[CH3:12])[CH2:5]1. The reactants are ClCC1=NC2=CC=CC=C2C=C1 (2-(chloromethyl)quinoline), C=O (formaldehyde), C(C)NCC (diethylamine), COC(C(=S)NC)C1=NC2=CC=CC=C2C=C1 (2-methoxy-N-methyl-2-(2-quinolyl)thioacetamide), C(C)(=S)N (thioacetamide). As a reaction SMILES: ClC[C:3]1[CH:12]=C[C:10]2[C:5](=CC=CC=2)[N:4]=1.[CH3:13][O:14][CH:15]([C:20]1[CH:29]=[CH:28][C:27]2[C:22](=[CH:23][CH:24]=[CH:25][CH:26]=2)[N:21]=1)[C:16]([NH:18][CH3:19])=[S:17].[C:30](N)(=S)C.C=O.C(NCC)C>>[CH2:5]([N:4]([CH2:3][CH3:12])[CH2:30][C:15]([O:14][CH3:13])([C:20]1[CH:29]=[CH:28][C:27]2[C:22](=[CH:23][CH:24]=[CH:25][CH:26]=2)[N:21]=1)[C:16]([NH:18][CH3:19])=[S:17])[CH3:10]. Reported procedure: By the procedure of Example 1, using 2-(chloromethyl)quinoline in place of 2-(chloromethyl)pyridine, 2-methoxy-N-methyl-2-(2-quinolyl)thioacetamide is prepared. Reacting this thioacetamide with formaldehyde and diethylamine gives 3-diethylamino-2-methoxy-N-methyl-2-(2-quinolyl)thiopropanamide. Yields the product C(C)N(CC(C(=S)NC)(C1=NC2=CC=CC=C2C=C1)OC)CC (3-diethylamino-2-methoxy-N-methyl-2-(2-quinolyl)thiopropanamide). Starting materials: [H-].[Na+] (sodium hydride), [Na+].[Cl-] (NaCl), C1OC2=C(O1)C=C(C=C2)O (sesamol), ClCCCI (1-chloro-3-iodopropane). The solvent is CN(C)C=O (DMF), O (water), CN(C)C=O (DMF). Reaction conditions: time 1 hour. The product is O1COC2=C1C=CC(=C2)OCCCCl (1-Benzo[3,4-d]1,3-dioxolan-5-yloxy-3-chloropropane). RXN SMILES: [CH2:1]1[O:5][C:4]2[CH:6]=[C:7]([OH:10])[CH:8]=[CH:9][C:3]=2[O:2]1.[H-].[Na+].[Cl:13][CH2:14][CH2:15][CH2:16]I.[Na+].[Cl-]>CN(C=O)C.O>[O:2]1[C:3]2[CH:9]=[CH:8][C:7]([O:10][CH2:16][CH2:15][CH2:14][Cl:13])=[CH:6][C:4]=2[O:5][CH2:1]1 |f:1.2,4.5|. Procedure details: Under a nitrogen atmosphere, a solution of sesamol (2.00 g, 14.48 mmol) in DMF (15 mL) was slowly added over 5 min to a cold (0-5° C.), stirring slurry of sodium hydride (0.65 g of an 80% dispersion in mineral oil, 21.67 mmol) in DMF (10 mL). The mixture was allowed to warm to ambient temperature and further stirred for 1 h. To this slurry was added drop-wise over 5 min, 1-chloro-3-iodopropane (3.55 g, 1 7.37 mmol), and the resulting brown mixture was stirred at ambient temperature for 4 h. Cold... Reactants: C(N)(OC1=CC(=C(C(=C1)C(C)(C)C)O)C(C)(C)C)=S (O-(3,5-Di-tert-butyl-4-hydroxyphenyl) thiocarbamate), ClCC(C)=O (chloroacetone), O (water). The solvent is C(C)(=O)O (acetic acid). The product is C(C)(C)(C)C1=C(C(=CC(=C1)OC=1SC=C(N1)C)C(C)(C)C)O (2,6-di-tert-butyl-4-[(4-methyl-2-thiazolyl)oxy]phenol). The yield is 58.7%. RXN SMILES: [C:1](=[S:19])([O:3][C:4]1[CH:9]=[C:8]([C:10]([CH3:13])([CH3:12])[CH3:11])[C:7]([OH:14])=[C:6]([C:15]([CH3:18])([CH3:17])[CH3:16])[CH:5]=1)[NH2:2].Cl[CH2:21][C:22](=O)[CH3:23].O>C(O)(=O)C>[C:15]([C:6]1[CH:5]=[C:4]([O:3][C:1]2[S:19][CH:21]=[C:22]([CH3:23])[N:2]=2)[CH:9]=[C:8]([C:10]([CH3:11])([CH3:12])[CH3:13])[C:7]=1[OH:14])([CH3:18])([CH3:17])[CH3:16]. Procedure details: O-(3,5-Di-tert-butyl-4-hydroxyphenyl) thiocarbamate (1.5 g) and 1.3 g of chloroacetone were dissolved in 60 ml of acetic acid, and the solution was heated at 90°-100° C. for 15 hours. The reaction mixture was poured into water and extracted with dichloromethane. The organic layer was washed with saturated aqueous sodium bicarbonate solution and then with saturated aqueous sodium chloride solution, dried over magnesium sulfate, and concentrated. The crude product obtained was purified by silica g... Starting materials: C1N(CC2=CC=CC=C12)N(C(CN(CC(=O)NCCN(CC)C(=O)OC(C)(C)C)C1=C(C=C(C=C1)B1OCC(CO1)(C)C)C)=O)C (N2-{2-[1,3-dihydro-2H-isoindol-2-yl(methyl)amino]-2-oxoethyl}-N2-[4-(5,5-dimethyl-1,3,2-dioxaborinan-2-yl)-2-methylphenyl]-N1-{2-[(tert-butoxycarbonyl)(ethyl)amino]ethyl}glycinamide), BrC=1SC=C(N1)C(=O)OCC (ethyl 2-bromothiazole-4-carboxylate). Product: C1N(CC2=CC=CC=C12)N(C(CN(CC(=O)NCCN(CC)C(=O)OC(C)(C)C)C1=C(C=C(C=C1)C=1SC=C(N1)C(=O)OCC)C)=O)C (N2-{2-[1,3-dihydro-2H-isoindol-2-yl(methyl)amino]-2-oxoethyl}-N2-{4-[4-(ethoxycarbonyl)-1,3-thiazol-2-yl]-2-methylphenyl}-N1-{2-[(tert-butoxycarbonyl)(ethyl)amino]ethyl}glycinamide). The yield is 51.8%. RXN SMILES: [CH2:1]1[C:9]2[C:4](=[CH:5][CH:6]=[CH:7][CH:8]=2)[CH2:3][N:2]1[N:10]([CH3:46])[C:11](=[O:45])[CH2:12][N:13]([C:30]1[CH:35]=[CH:34][C:33](B2OCC(C)(C)CO2)=[CH:32][C:31]=1[CH3:44])[CH2:14][C:15]([NH:17][CH2:18][CH2:19][N:20]([C:23]([O:25][C:26]([CH3:29])([CH3:28])[CH3:27])=[O:24])[CH2:21][CH3:22])=[O:16].Br[C:48]1[S:49][CH:50]=[C:51]([C:53]([O:55][CH2:56][CH3:57])=[O:54])[N:52]=1>>[CH2:3]1[C:4]2[C:9](=[CH:8][CH:7]=[CH:6][CH:5]=2)[CH2:1][N:2]1[N:10]([CH3:46])[C:11](=[O:45])[CH2:12][N:13]([C:30]1[CH:35]=[CH:34][C:33]([C:48]2[S:49][CH:50]=[C:51]([C:53]([O:55][CH2:56][CH3:57])=[O:54])[N:52]=2)=[CH:32][C:31]=1[CH3:44])[CH2:14][C:15]([NH:17][CH2:18][CH2:19][N:20]([C:23]([O:25][C:26]([CH3:27])([CH3:28])[CH3:29])=[O:24])[CH2:21][CH3:22])=[O:16]. Reported procedure: Using the compound (510 mg, 0.802 mmol) of Example 295, step A and ethyl 2-bromothiazole-4-carboxylate (227 mg, 0.962 mmol), and according to the method of Example 295, step B, the title compound (282 mg, yield 52%) was obtained as a brown oil. Procedure: In 2 ml of acetic acid were dissolved 0.2 g of 2-[3,5-dichloro-4-(4-chlorobenzyl)phenyl]-4,5-dihydro-1,2,4-triazine-3(2H)-one and 0.2 ml of hydrogenperoxide (30%). The reaction was allowed to proceed for 3 hours at temperatures ranging from 100 to 110° C. To the reaction mixture was added 20 ml of water to cause precipitation of the titled compound as crystalline product. The product was collected by filtration. The yield was 85%. m.p.175-176° C. Yield: 85.0%. The product is ClC=1C=C(C=C(C1CC1=CC=C(C=C1)Cl)Cl)N1N=CC(NC1=O)=O (2-[3,5-dichloro-4-(4-chlorobenzyl)phenyl]-1,2,4-triazine-3,5(2H,4H)-dione). Conditions: time 3 hour. The reactants are ClC=1C=C(C=C(C1CC1=CC=C(C=C1)Cl)Cl)N1N=CCNC1=O (2-[3,5-dichloro-4-(4-chlorobenzyl)phenyl]-4,5-dihydro-1,2,4-triazine-3(2H)-one), OO (hydrogenperoxide), O (water). The solvent is C(C)(=O)O (acetic acid). As a reaction SMILES: [Cl:1][C:2]1[CH:3]=[C:4]([N:17]2[C:22](=[O:23])[NH:21][CH2:20][CH:19]=[N:18]2)[CH:5]=[C:6]([Cl:16])[C:7]=1[CH2:8][C:9]1[CH:14]=[CH:13][C:12]([Cl:15])=[CH:11][CH:10]=1.[OH:24]O.O>C(O)(=O)C>[Cl:1][C:2]1[CH:3]=[C:4]([N:17]2[C:22](=[O:23])[NH:21][C:20](=[O:24])[CH:19]=[N:18]2)[CH:5]=[C:6]([Cl:16])[C:7]=1[CH2:8][C:9]1[CH:14]=[CH:13][C:12]([Cl:15])=[CH:11][CH:10]=1. Procedure: N-Chloromethyl-2,2-dimethyl-propionamide and 3-methyl-2-pyridin-3-yl-1H-indole-5-carbonitrile (Example 6) are processed according to the method described in Example 68 to give N-(5-cyano-3-methyl-2-pyridin-3-yl-indol-1-ylmethyl)-2,2-dimethyl-propionamide. 1H NMR (400 MHz, MeOD) δ ppm 1.06 (s, 9H), 2.27 (s, 3H), 5.54 (s, 2H), 7.55 (dd, J=8.6, 1.8 Hz, 1H), 7.66 (ddd, J=7.9, 5.0, 1.0 Hz, 1H), 7.81 (d, J=8.6 Hz, 1H), 8.01-8.09 (m, 2H), 8.65-8.73 (m, 2H). HRMS (ESI) m/z 347.1863 [(M+H)+ Calcd for C21... Reactants: ClCNC(C(C)(C)C)=O (N-Chloromethyl-2,2-dimethyl-propionamide), CC1=C(NC2=CC=C(C=C12)C#N)C=1C=NC=CC1 (3-methyl-2-pyridin-3-yl-1H-indole-5-carbonitrile). Reaction SMILES: Cl[CH2:2][NH:3][C:4](=[O:9])[C:5]([CH3:8])([CH3:7])[CH3:6].[CH3:10][C:11]1[C:19]2[C:14](=[CH:15][CH:16]=[C:17]([C:20]#[N:21])[CH:18]=2)[NH:13][C:12]=1[C:22]1[CH:23]=[N:24][CH:25]=[CH:26][CH:27]=1>>[C:20]([C:17]1[CH:18]=[C:19]2[C:14](=[CH:15][CH:16]=1)[N:13]([CH2:2][NH:3][C:4](=[O:9])[C:5]([CH3:8])([CH3:7])[CH3:6])[C:12]([C:22]1[CH:23]=[N:24][CH:25]=[CH:26][CH:27]=1)=[C:11]2[CH3:10])#[N:21]. Product: C(#N)C=1C=C2C(=C(N(C2=CC1)CNC(C(C)(C)C)=O)C=1C=NC=CC1)C (N-(5-cyano-3-methyl-2-pyridin-3-yl-indol-1-ylmethyl)-2,2-dimethyl-propionamide).